From a dataset of the Open Reaction Database (ORD), a public repository of structured organic reaction records. describe an organic reaction: reactants, conditions, products, and yield Starting materials: Cl.COC(C1=CC(=CC=C1)/C=C\1/C=C(C(CC1)CN(C)C)C1=CC(=CC=C1)O)=O (E-3-[4-dimethylaminomethyl-3-(3-hydroxy-phenyl)-cyclohex-2-enylidenemethyl]-benzoic acid methyl ester hydrochloride), C[Si](Cl)(C)C (trimethylchlorosilane), O (water). The solvent is CC(=O)C (acetone). Product: Cl.COC(C1=CC(=CC=C1)\C=C\1/C=C(C(CC1)CN(C)C)C1=CC(=CC=C1)O)=O (Z-3-[4-Dimethylaminomethyl-3-(3-hydroxy-phenyl)-cyclohex-2-enylidenemethyl]-benzoic acid methyl ester hydrochloride). The yield is 27.6%. RXN SMILES: Cl.[CH3:2][O:3][C:4](=[O:29])[C:5]1[CH:10]=[CH:9][CH:8]=[C:7](/[CH:11]=[C:12]2/[CH:13]=[C:14]([C:22]3[CH:27]=[CH:26][CH:25]=[C:24]([OH:28])[CH:23]=3)[CH:15]([CH2:18][N:19]([CH3:21])[CH3:20])[CH2:16][CH2:17]/2)[CH:6]=1.C[Si](C)(C)[Cl:32].O>CC(C)=O>[ClH:32].[CH3:2][O:3][C:4](=[O:29])[C:5]1[CH:10]=[CH:9][CH:8]=[C:7](/[CH:11]=[C:12]2\[CH:13]=[C:14]([C:22]3[CH:27]=[CH:26][CH:25]=[C:24]([OH:28])[CH:23]=3)[CH:15]([CH2:18][N:19]([CH3:21])[CH3:20])[CH2:16][CH2:17]\2)[CH:6]=1 |f:0.1,5.6|. Reported procedure: 8.1 g potassium tert-butylate and 35.4 g 3-(benzoic acid methyl ester)-methyltriphenylphosphonium chloride were suspended in 800 ml analytical grade toluene under a nitrogen atmosphere at room temperature and the suspension was then stirred at 70° C. for one hour. 7 g 3-(3-(tert-butyl-diphenyl-silanyloxy)-cyclohex-2-enone in 100 ml analytical grade toluene were added at this temperature and the mixture was stirred at 70° C. for 3 days. The mixture was quenched with 500 ml water. The phases were ... Starting materials: C(=O)([O-])[O-].[Na+].[Na+] (Na2CO3), NOCC(CN1CCCCC1)O (1-aminooxy-2-hydroxy-3-(1-piperidinyl)-propane), CN(C(=NC1=CC=CC=C1)Cl)C (N,N-dimethyl-N′-phenyl-chloroformamidine). Solvent: C(Cl)(Cl)Cl (chloroform), C(Cl)(Cl)Cl (chloroform). Yields the product Cl.CN(C(=NC1=CC=CC=C1)NOCC(CN1CCCCC1)O)C (N,N-dimethyl-N′-[2-hydroxy-3-(1-piperidinyl)-propoxy]-N″-phenyl-guanidine hydrochloride). RXN SMILES: [NH2:1][O:2][CH2:3][CH:4]([OH:12])[CH2:5][N:6]1[CH2:11][CH2:10][CH2:9][CH2:8][CH2:7]1.C([O-])([O-])=O.[Na+].[Na+].[CH3:19][N:20]([CH3:30])[C:21]([Cl:29])=[N:22][C:23]1[CH:28]=[CH:27][CH:26]=[CH:25][CH:24]=1>C(Cl)(Cl)Cl>[ClH:29].[CH3:19][N:20]([CH3:30])[C:21]([NH:1][O:2][CH2:3][CH:4]([OH:12])[CH2:5][N:6]1[CH2:11][CH2:10][CH2:9][CH2:8][CH2:7]1)=[N:22][C:23]1[CH:28]=[CH:27][CH:26]=[CH:25][CH:24]=1 |f:1.2.3,6.7|. Procedure details: 1150 mg (6.58 mmole) of 1-aminooxy-2-hydroxy-3-(1-piperidinyl)-propane (Ger. Off. 2 651 083) was dissolved in chloroform and 750 mg of Na2CO3 was added, then a solution of 1206 mg (6.58 mmole) of N,N-dimethyl-N′-phenyl-chloroformamidine (BR 888646/1959, Bayer, auth.: Kühle and Eue L.; CA 57, 136961/1962/) in 10 ml of chloroform was added dropwise. After 5 hours the solid state was filtered and the filtrate was evaporated. This residue (1800 mg oil) was dissolved in 10 ml of ethyl acetate, and th... Starting materials: N1(N=NC2=C1C=CC=C2)C(CC2=CC=C(C=C2)C(F)(F)P(OC(C)(C)C)(OC(C)(C)C)=O)C2=CC=CC=C2 (di(tert-butyl) {4-[2-(1H-1,2,3-benzotriazol-1-yl)-2-phenylethyl]phenyl}(difluoro)methylphosphonate), [Li]CCCC (n-BuLi), C(C)(C)OC1=C(C(=O)OC(C)(C)C)C=CC(=C1)C1=CC=C(C=C1)CBr (t-Butyl 2-isopropoxy-4-(4-bromomethylphenyl)benzoate). Solvent: C1CCOC1 (THF), CCCCCC (hexane). Product: N1(N=NC2=C1C=CC=C2)C(CC2=CC=C(C=C2)C2=CC(=C(C=C2)C(=O)OC(C)(C)C)OC(C)C)(CC2=CC=C(C=C2)C(F)(F)P(=O)(OC(C)(C)C)OC(C)(C)C)C2=CC=CC=C2 (tert-butyl 4′(2-(1H-1,2,3-benzotriazol-1-yl)-3-{4-[[di(tert-butoxy)phosphoryl](difluoro)methyl]phenyl}-2-phenylpropyl)-3-isopropoxy[1,1′-biphenyl]-4-carboxylate). As a reaction SMILES: [N:1]1([CH:10]([C:33]2[CH:38]=[CH:37][CH:36]=[CH:35][CH:34]=2)[CH2:11][C:12]2[CH:17]=[CH:16][C:15]([C:18]([P:21](=[O:32])([O:27][C:28]([CH3:31])([CH3:30])[CH3:29])[O:22][C:23]([CH3:26])([CH3:25])[CH3:24])([F:20])[F:19])=[CH:14][CH:13]=2)[C:5]2[CH:6]=[CH:7][CH:8]=[CH:9][C:4]=2[N:3]=[N:2]1.[Li]CCCC.[CH:44]([O:47][C:48]1[CH:60]=[C:59]([C:61]2[CH:66]=[CH:65][C:64]([CH2:67]Br)=[CH:63][CH:62]=2)[CH:58]=[CH:57][C:49]=1[C:50]([O:52][C:53]([CH3:56])([CH3:55])[CH3:54])=[O:51])([CH3:46])[CH3:45]>CCCCCC.C1COCC1>[N:1]1([C:10]([C:33]2[CH:34]=[CH:35][CH:36]=[CH:37][CH:38]=2)([CH2:11][C:12]2[CH:13]=[CH:14][C:15]([C:18]([P:21]([O:27][C:28]([CH3:31])([CH3:29])[CH3:30])([O:22][C:23]([CH3:24])([CH3:25])[CH3:26])=[O:32])([F:19])[F:20])=[CH:16][CH:17]=2)[CH2:67][C:64]2[CH:63]=[CH:62][C:61]([C:59]3[CH:58]=[CH:57][C:49]([C:50]([O:52][C:53]([CH3:54])([CH3:56])[CH3:55])=[O:51])=[C:48]([O:47][CH:44]([CH3:46])[CH3:45])[CH:60]=3)=[CH:66][CH:65]=2)[C:5]2[CH:6]=[CH:7][CH:8]=[CH:9][C:4]=2[N:3]=[N:2]1. Reported procedure: To a solution of di(tert-butyl) {4-[2-(1H-1,2,3-benzotriazol-1-yl)-2-phenylethyl]phenyl}(difluoro)methylphosphonate (0.060 g, 0.110 mmol) in TRF (1.0 mL) were added n-BuLi 1.6 M in hexane (0.086 mL) and the bromide of Example 11, Step 1 (0.045 g, 0.111 mmol) in THF (1.0 mL). Then using the same protocol as described for Example 14 Step 1 the title compound was obtained. Reactants: [Al+3], ClCCl, CCCCCCCCc1ccc2c(c1)SCCC2(C)C, CC(=O)Cl, [Cl-], [Cl-], [Cl-]. Yields the product CCCCCCCCc1cc2c(cc1C(C)=O)C(C)(C)CCS2. RXN SMILES: [Al+3:6].[CH2:29]([Cl:30])[Cl:31].[CH2:9]([CH2:10][CH2:11][CH2:12][CH2:13][CH2:14][CH2:15][CH3:16])[c:17]1[cH:18][c:19]2[c:20]([cH:27][cH:28]1)[C:21]([CH3:25])([CH3:26])[CH2:22][CH2:23][S:24]2.[CH3:1][C:2]([Cl:3])=[O:4].[Cl-:5].[Cl-:7].[Cl-:8]>>[CH3:1][C:2](=[O:4])[c:28]1[c:17]([CH2:9][CH2:10][CH2:11][CH2:12][CH2:13][CH2:14][CH2:15][CH3:16])[cH:18][c:19]2[c:20]([cH:27]1)[C:21]([CH3:25])([CH3:26])[CH2:22][CH2:23][S:24]2. The reactants are CNN (methylhydrazine), CC(C)(C)OC(=O)OC(=O)OC(C)(C)C (BOC anhydride), [OH-].[Na+] (sodium hydroxide). The solvent is O1CCCC1 (tetrahydrofuran), O (water). Run at temperature 20 celsius, time 8 hour. Yields the product CC(C)(OC(=O)N(N)C)C (1-[(1,1-Dimethylethoxy)carbonyl]-1-methylhydrazine). The yield is 50.3%. As a reaction SMILES: [CH3:1][NH:2][NH2:3].[CH3:4][C:5]([O:8][C:9]([O:11]C(OC(C)(C)C)=O)=O)([CH3:7])[CH3:6].[OH-].[Na+]>O1CCCC1.O>[CH3:4][C:5]([CH3:7])([O:8][C:9]([N:2]([CH3:1])[NH2:3])=[O:11])[CH3:6] |f:2.3|. Reported procedure: A solution of methylhydrazine (2.3 g, 50 mmole) in 100 ml of tetrahydrofuran and 100 ml of water was treated with BOC anhydride (10.91 g, 50 mmole) at 20° C. and the pH was maintained at 8-9 with the dropwise addition of 2N sodium hydroxide. After the pH stabilized, the solution was stirred overnight at 20° C. and pH 8-9. The organic solvent was evaporated in vacuo and the residue was extracted with ethyl acetate. The organic solution was washed with water, dried over sodium sulfate and evaporat... Starting materials: NC1=C(C=C(C=C1)C1=CC(=C(C=C1)C#N)F)[N+](=O)[O-] (4′-amino-3-fluoro-3′-nitro-[1,1′-biphenyl]-4-carbonitrile), [Cl-].[NH4+] (ammonium chloride). The reagents and catalysts are [Fe] (iron). Run in C(C)O (ethanol). The product is NC=1C=C(C=CC1N)C1=CC(=C(C=C1)C#N)F (3′,4′-Diamino-3-fluoro-[1,1′-biphenyl]-4-carbonitrile). Isolated yield 45.3%. As a reaction SMILES: [NH2:1][C:2]1[CH:7]=[CH:6][C:5]([C:8]2[CH:13]=[CH:12][C:11]([C:14]#[N:15])=[C:10]([F:16])[CH:9]=2)=[CH:4][C:3]=1[N+:17]([O-])=O.[Cl-].[NH4+]>C(O)C.[Fe]>[NH2:17][C:3]1[CH:4]=[C:5]([C:8]2[CH:13]=[CH:12][C:11]([C:14]#[N:15])=[C:10]([F:16])[CH:9]=2)[CH:6]=[CH:7][C:2]=1[NH2:1] |f:1.2|. Procedure details: To a warm solution of 4′-amino-3-fluoro-3′-nitro-[1,1′-biphenyl]-4-carbonitrile (Preparation 85, 0.86 g, 3.3 mmol) in ethanol (75 mL) was added saturated aqueous ammonium chloride solution (12 mL, 180 mmol) and iron (2.41 g, 43.2 mmol). The reaction solution was heated to reflux for 1 hour. The reaction mixture was allowed to cool, filtered, and the filtrate was adjusted to pH=9 with saturated aqueous sodium hydrogen carbonate solution and then the mixture was concentrated in vacuo to a residue....